From a dataset of the Open Reaction Database (ORD), a public repository of structured organic reaction records. describe an organic reaction: reactants, conditions, products, and yield Reactants: C, COc1cc2c(cc1OC)CCCC(C(=O)N1CCN(C(=O)c3cc(OC)c(OC)c(OC)c3)CC1)=C2, CCO, [H][H], [Pd]. Yields the product COc1cc2c(cc1OC)CC(C(=O)N1CCN(C(=O)c3cc(OC)c(OC)c(OC)c3)CC1)CCC2. Reaction SMILES: [C:43].[CH3:1][O:2][c:3]1[c:4]([O:36][CH3:37])[cH:5][c:6]2[c:7]([cH:35]1)[CH:8]=[C:9]([C:13](=[O:14])[N:15]1[CH2:16][CH2:17][N:18]([C:21]([c:22]3[cH:23][c:24]([O:32][CH3:33])[c:25]([O:30][CH3:31])[c:26]([O:28][CH3:29])[cH:27]3)=[O:34])[CH2:19][CH2:20]1)[CH2:10][CH2:11][CH2:12]2.[CH3:40][CH2:41][OH:42].[H:38][H:39].[Pd:44]>>[CH3:1][O:2][c:3]1[c:4]([O:36][CH3:37])[cH:5][c:6]2[c:7]([cH:35]1)[CH2:8][CH:9]([C:13](=[O:14])[N:15]1[CH2:16][CH2:17][N:18]([C:21]([c:22]3[cH:23][c:24]([O:32][CH3:33])[c:25]([O:30][CH3:31])[c:26]([O:28][CH3:29])[cH:27]3)=[O:34])[CH2:19][CH2:20]1)[CH2:10][CH2:11][CH2:12]2. Starting materials: CN(CCNC(=O)C1=NC(=C(N=C1N)N)Cl)C (3,5-diamino-6-chloro-pyrazine-2-carboxylic acid (2-dimethylamino-ethyl)-amide), CN(CCNC(=O)C1=NC(=C(N=C1N)N)Cl)C (3,5-diamino-6-chloro-pyrazine-2-carboxylic acid (2-dimethylamino-ethyl)-amide), BrCCCCCCCC(=O)N (8-Bromo-octanoic acid amide), BrCCCCCCCC(=O)N (8-Bromo-octanoic acid amide). Solvent: CN(C)C=O (DMF). Yields the product [Br-].C(N)(=O)CCCCCCC[N+](C)(C)CCNC(=O)C1=NC(=C(N=C1N)N)Cl ((7-Carbamoyl-heptyl)-{2-[(3,5-diamino-6-chloro-pyrazine-2-carbonyl)-amino]-ethyl}-dimethyl-ammonium bromide). RXN SMILES: [CH3:1][N:2]([CH3:17])[CH2:3][CH2:4][NH:5][C:6]([C:8]1[C:13]([NH2:14])=[N:12][C:11]([NH2:15])=[C:10]([Cl:16])[N:9]=1)=[O:7].[Br:18][CH2:19][CH2:20][CH2:21][CH2:22][CH2:23][CH2:24][CH2:25][C:26]([NH2:28])=[O:27]>CN(C=O)C>[Br-:18].[C:26]([CH2:25][CH2:24][CH2:23][CH2:22][CH2:21][CH2:20][CH2:19][N+:2]([CH2:3][CH2:4][NH:5][C:6]([C:8]1[C:13]([NH2:14])=[N:12][C:11]([NH2:15])=[C:10]([Cl:16])[N:9]=1)=[O:7])([CH3:17])[CH3:1])(=[O:27])[NH2:28] |f:3.4|. Procedure: A solution of 3,5-Diamino-6-chloro-pyrazine-2-carboxylic acid (2-dimethylamino-ethyl)-amide (Intermediate H) (100 mg, 0.39 mmol) and 8-Bromo-octanoic acid amide (Intermediate P) (130 mg, 0.6 mmol) in DMF (3 mL) is heated at 70° C. for 3 days. After this time, the solvent is removed in vacuo to yield an orange oil, which is triturated with acetone (2×10 mL) to afford the title compound. M+ 400. The reactants are CO, CCOC(C)=O, Cc1ccc(C(=O)O)s1, O=S(Cl)Cl. Product: COC(=O)c1ccc(C)s1. As a reaction SMILES: [CH3:14][OH:15].[CH3:16][CH2:17][O:18][C:19]([CH3:20])=[O:21].[CH3:5][c:6]1[cH:7][cH:8][c:9]([C:11](=[O:12])[OH:13])[s:10]1.[S:1]([Cl:2])([Cl:3])=[O:4]>>[CH3:5][c:6]1[cH:7][cH:8][c:9]([C:11]([O:12][CH3:14])=[O:13])[s:10]1. Starting materials: [Na] (sodium), OC=1C=C(OC2=CC(=C(C=C2)[N+](=O)[O-])N)C=CC1 (4-(3-hydroxyphenoxy)-2-amino-nitrobenzene), CC(=O)C (acetone), N1(CCCCC1)CCCl (piperidino-ethyl-chloride). Product: N1C(CCCC1)CCOC=1C=C(OC2=CC(=C(C=C2)[N+](=O)[O-])N)C=CC1 (4-[3-(2-piperidyl-ethoxy)-phenoxy]-2-amino-nitrobenzene). RXN SMILES: [Na].[OH:2][C:3]1[CH:4]=[C:5]([CH:17]=[CH:18][CH:19]=1)[O:6][C:7]1[CH:12]=[CH:11][C:10]([N+:13]([O-:15])=[O:14])=[C:9]([NH2:16])[CH:8]=1.[N:20]1(CCCl)[CH2:25][CH2:24][CH2:23][CH2:22][CH2:21]1.[CH3:29][C:30](C)=O>>[NH:20]1[CH2:21][CH2:22][CH2:23][CH2:24][CH:25]1[CH2:29][CH2:30][O:2][C:3]1[CH:4]=[C:5]([CH:17]=[CH:18][CH:19]=1)[O:6][C:7]1[CH:12]=[CH:11][C:10]([N+:13]([O-:15])=[O:14])=[C:9]([NH2:16])[CH:8]=1 |^1:0|. Reported procedure: A mixture of 13.4 g of the sodium salt of 4-(3-hydroxyphenoxy)-2-amino-nitrobenzene in 100 ml of acetone was stirred with 7.5 g of piperidino-ethyl-chloride for three hours on on steam bath. Then the solvent was evaporated under reduced pressure, the residue was dissolved in diluted acetic acid and the solution was made alkaline with ammonia. To isolate the free 4-[3-(2-piperidyl-ethoxy)-phenoxy]-2-amino-nitrobenzene the emulsion was worked up over ethyl acetate and after evaporating the solvent... Starting materials: NC1=NC=CC(=C1)NC(C1=C(C=CC=C1Cl)Cl)=O (N-(2-aminopyridin-4-yl)-2,6-dichlorobenzamide), C12C(OC(C2C1)=O)=O (3-oxabicyclo[3.1.0]hexane-2,4-dione). Solvent: O1CCOCC1 (1,4-dioxane). Product: ClC1=C(C(=O)NC2=CC(=NC=C2)N2C(C3CC3C2=O)=O)C(=CC=C1)Cl (2,6-dichloro-N-(2-(−2,4-dioxo-3-azabicyclo[3.1.0]hexan-3-yl)pyridin-4-yl)benzamide). Isolated yield 68.1%. RXN SMILES: [NH2:1][C:2]1[CH:7]=[C:6]([NH:8][C:9](=[O:18])[C:10]2[C:15]([Cl:16])=[CH:14][CH:13]=[CH:12][C:11]=2[Cl:17])[CH:5]=[CH:4][N:3]=1.[CH:19]12[CH2:24][CH:23]1[C:22](=[O:25])[O:21][C:20]2=O>O1CCOCC1>[Cl:16][C:15]1[CH:14]=[CH:13][CH:12]=[C:11]([Cl:17])[C:10]=1[C:9]([NH:8][C:6]1[CH:5]=[CH:4][N:3]=[C:2]([N:1]2[C:20](=[O:21])[CH:19]3[CH:23]([CH2:24]3)[C:22]2=[O:25])[CH:7]=1)=[O:18]. Procedure details: A solution of N-(2-aminopyridin-4-yl)-2,6-dichlorobenzamide (1.41 g, 5 mmol) and 3-oxabicyclo[3.1.0]hexane-2,4-dione (2.24 g, 20 mmol) in 1,4-dioxane (25 mL) was heated at 90° C. for 4 hours. The reaction was cooled to room temperature and the precipitated white solid was collected by filtration to give 2,6-dichloro-N-(2-(−2,4-dioxo-3-azabicyclo[3.1.0]hexan-3-yl)pyridin-4-yl)benzamide (1.28 g, yield: 68%). 1H NMR (400 MHz, DMSO-d6) δ 11.42 (s, 1H), 8.47 (d, J=5.6 Hz, 1H), 7.69 (d, J=1.8 Hz, 1H),... The reactants are O=C1CCC(CC1)C1=CC=C(COC2=C(C=CC=C2)C2=CC=CC(=N2)N2N=CC(=C2C(F)(F)F)C(=O)OCC)C=C1 (Ethyl 1-[6-(2-{[4-(4-oxocyclohexyl)benzyl]oxy}phenyl)pyridin-2-yl]-5-(trifluoromethyl)-1H-pyrazole-4-carboxylate), [OH-].[Li+] (lithium hydroxide), O1CCOCC1 (1,4-dioxane), Cl (hydrochloric acid), O1CCOCC1 (1,4-dioxane). Conditions: temperature 50 celsius, time 30 minute. The product is C(=O)(C(F)(F)F)O (TFA), O=C1CCC(CC1)C1=CC=C(COC2=C(C=CC=C2)C2=CC=CC(=N2)N2N=CC(=C2C(F)(F)F)C(=O)O)C=C1 (1-[6-(2-{[4-(4-Oxocyclohexyl)benzyl]oxy}phenyl)pyridin-2-yl]-5-(trifluoromethyl)-1H-pyrazole-4-carboxylic acid). As a reaction SMILES: [O:1]=[C:2]1[CH2:7][CH2:6][CH:5]([C:8]2[CH:41]=[CH:40][C:11]([CH2:12][O:13][C:14]3[CH:19]=[CH:18][CH:17]=[CH:16][C:15]=3[C:20]3[N:25]=[C:24]([N:26]4[C:30]([C:31]([F:34])([F:33])[F:32])=[C:29]([C:35]([O:37]CC)=[O:36])[CH:28]=[N:27]4)[CH:23]=[CH:22][CH:21]=3)=[CH:10][CH:9]=2)[CH2:4][CH2:3]1.[OH-:42].[Li+].Cl.[O:45]1CCOCC1>>[C:30]([OH:45])([C:31]([F:34])([F:33])[F:32])=[O:42].[O:1]=[C:2]1[CH2:7][CH2:6][CH:5]([C:8]2[CH:9]=[CH:10][C:11]([CH2:12][O:13][C:14]3[CH:19]=[CH:18][CH:17]=[CH:16][C:15]=3[C:20]3[N:25]=[C:24]([N:26]4[C:30]([C:31]([F:34])([F:33])[F:32])=[C:29]([C:35]([OH:37])=[O:36])[CH:28]=[N:27]4)[CH:23]=[CH:22][CH:21]=3)=[CH:40][CH:41]=2)[CH2:4][CH2:3]1 |f:1.2|. Procedure details: To a solution of the title compound from Example 10 Step E (20.0 mg, 0.035 mmol) in 1,4-dioxane (1.0 mL) was added lithium hydroxide (0.500 mL, 2.0 M in water, 1.00 mmol), and the resulting mixture was stirred at 50° C. After 30 min, the reaction mixture was rendered acidic by addition of aqueous hydrochloric acid, then was diluted with 1,4-dioxane and passed through a 0.45 micron syringe filter. Purification by reverse phase HPLC (40 to 95% acetonitrile in water, each with 0.1% v/v TFA) provide... The reactants are FC1=NC(=CC=C1)F (2,6-difluoropyridine), C(C(C)C)#N (isobutyronitrile), C[Si]([N-][Si](C)(C)C)(C)C.[Na+] (sodium hexamethyldisilazide). Run in C1(=CC=CC=C1)C (toluene). Reaction conditions: time 8 hour. Yields the product FC1=CC=CC(=N1)C(C#N)(C)C (2-(6-fluoropyridin-2-yl)-2-methylpropanenitrile). The yield is 56.1%. As a reaction SMILES: F[C:2]1[CH:7]=[CH:6][CH:5]=[C:4]([F:8])[N:3]=1.[C:9](#[N:13])[CH:10]([CH3:12])[CH3:11].C[Si](C)(C)[N-][Si](C)(C)C.[Na+]>C1(C)C=CC=CC=1>[F:8][C:4]1[N:3]=[C:2]([C:10]([CH3:12])([CH3:11])[C:9]#[N:13])[CH:7]=[CH:6][CH:5]=1 |f:2.3|. Procedure details: To a 0° C. solution of 2,6-difluoropyridine (69.6 g, 605 mmol, 1.0 equiv) and isobutyronitrile (41.7 g, 610 mmol, 1.0 equiv) in toluene (500 mL) was added sodium hexamethyldisilazide (2.0 M in THF, 302 mL, 605 mmol, 1.0 equiv) in a dropwise manner. The resulting mixture was allowed to slowly warm to room temperature and stirred overnight. The reaction was then quenched with water (500 mL), and the organic layer was separated from the aqueous layer. The aqueous layer was extracted with EtOAc (2×3... Reactants: C(C)(C)(C)OC(=O)NCC1=CC=C(COC=2C=CC(=C3C=C(N(C23)C)C(=O)OCC)Cl)C=C1 (ethyl 7-[4-(tert-butoxycarbonylaminomethyl)benzyloxy]-4-chloro-1-methyl-2-indolecarboxylate), FC(C(=O)O)(F)F (trifluoroacetic acid). The solvent is ClCCl (dichloromethane). Conditions: temperature 0 celsius, time 2 hour. Product: NCC1=CC=C(COC=2C=CC(=C3C=C(N(C23)C)C(=O)OCC)Cl)C=C1 (ethyl 7-[4-(aminomethyl)benzyloxy]-4-chloro-1-methyl-2-indolecarboxylate). Isolated yield 101.2%. As a reaction SMILES: C(OC([NH:8][CH2:9][C:10]1[CH:33]=[CH:32][C:13]([CH2:14][O:15][C:16]2[CH:17]=[CH:18][C:19]([Cl:31])=[C:20]3[C:24]=2[N:23]([CH3:25])[C:22]([C:26]([O:28][CH2:29][CH3:30])=[O:27])=[CH:21]3)=[CH:12][CH:11]=1)=O)(C)(C)C.FC(F)(F)C(O)=O>ClCCl>[NH2:8][CH2:9][C:10]1[CH:33]=[CH:32][C:13]([CH2:14][O:15][C:16]2[CH:17]=[CH:18][C:19]([Cl:31])=[C:20]3[C:24]=2[N:23]([CH3:25])[C:22]([C:26]([O:28][CH2:29][CH3:30])=[O:27])=[CH:21]3)=[CH:12][CH:11]=1. Reported procedure: A mixture of 0.75 g (1.59 mmol) of ethyl 7-[4-(tert-butoxycarbonylaminomethyl)benzyloxy]-4-chloro-1-methyl-2-indolecarboxylate, 5 ml of trifluoroacetic acid and 50 ml of dichloromethane was stirred at 0° C. for 2 hours. The reaction mixture was concentrated under reduced pressure. Thereafter ice water was poured onto the resulting residue and 28% aqueous ammonia was added thereto to render alkaline (pH=9 to 10). The mixture was then extracted three times with ethyl acetate. The combined extracts...